From a dataset of the Open Reaction Database (ORD), a public repository of structured organic reaction records. describe an organic reaction: reactants, conditions, products, and yield Starting materials: CCOC(=O)C(c1ccc([N+](=O)[O-])cc1F)c1cc(C)c(C(=O)c2ccccc2)n1C, CO, Cl. Product: CCOC(=O)C(c1ccc(N)cc1F)c1cc(C)c(C(=O)c2ccccc2)n1C. Reaction SMILES: [C:1]([c:2]1[cH:3][cH:4][cH:5][cH:6][cH:7]1)(=[O:8])[c:9]1[c:10]([CH3:31])[cH:11][c:12]([CH:15]([C:16](=[O:17])[O:18][CH2:19][CH3:20])[c:21]2[c:22]([F:30])[cH:23][c:24]([N+:27]([O-:28])=[O:29])[cH:25][cH:26]2)[n:13]1[CH3:14].[CH3:33][OH:34].[ClH:32]>>[C:1]([c:2]1[cH:3][cH:4][cH:5][cH:6][cH:7]1)(=[O:8])[c:9]1[c:10]([CH3:31])[cH:11][c:12]([CH:15]([C:16](=[O:17])[O:18][CH2:19][CH3:20])[c:21]2[c:22]([F:30])[cH:23][c:24]([NH2:27])[cH:25][cH:26]2)[n:13]1[CH3:14]. Starting materials: [Al+3], [H-], [H-], [H-], [H-], [Li+], [Na+], [Na], C1CCOC1, [OH-], O, COc1ccccc1OC(c1ccccc1)C(O)C[N+](=O)[O-]. Yields the product COc1ccccc1OC(c1ccccc1)C(O)CN. As a reaction SMILES: [Al+3:2].[H-:1].[H-:4].[H-:5].[H-:6].[Li+:3].[Na+:32].[Na:7].[O:33]1[CH2:34][CH2:35][CH2:36][CH2:37]1.[OH-:31].[OH2:30].[OH:8][CH:9]([CH2:10][N+:11]([O-:12])=[O:13])[CH:14]([O:15][c:16]1[c:17]([O:22][CH3:23])[cH:18][cH:19][cH:20][cH:21]1)[c:24]1[cH:25][cH:26][cH:27][cH:28][cH:29]1>>[OH:8][CH:9]([CH2:10][NH2:11])[CH:14]([O:15][c:16]1[c:17]([O:22][CH3:23])[cH:18][cH:19][cH:20][cH:21]1)[c:24]1[cH:25][cH:26][cH:27][cH:28][cH:29]1. Starting materials: C(C)(C)(C)P(C1=C(C=CC=C1)C1=CC=CC=C1)C(C)(C)C (2-(di-t-butylphosphino)biphenyl), C1(CC(CC1)=O)=O (1,3-cyclopentanedione), [O-]P(=O)([O-])[O-].[K+].[K+].[K+] (K3PO4), ClC1=CC=C(C=C1)F (1-chloro-4-fluorbenzene). The reagents and catalysts are CC(=O)[O-].CC(=O)[O-].[Pd+2] (Pd(OAc)2). The solvent is O1CCOCC1 (1,4-dioxane). Reaction conditions: time 2.5 hour. Product: FC1=CC=C(C=C1)C1C(CCC1=O)=O (2-(4-fluoro -phenyl)-1,3-cyclopentanedione). As a reaction SMILES: C(P(C(C)(C)C)C1C=CC=CC=1C1C=CC=CC=1)(C)(C)C.[C:22]1(=[O:28])[CH2:26][CH2:25][C:24](=[O:27])[CH2:23]1.[O-]P([O-])([O-])=O.[K+].[K+].[K+].Cl[C:38]1[CH:43]=[CH:42][C:41]([F:44])=[CH:40][CH:39]=1>CC([O-])=O.CC([O-])=O.[Pd+2].O1CCOCC1>[F:44][C:41]1[CH:42]=[CH:43][C:38]([CH:23]2[C:24](=[O:27])[CH2:25][CH2:26][C:22]2=[O:28])=[CH:39][CH:40]=1 |f:2.3.4.5,7.8.9|. Reported procedure: The title compound was also prepared as follows. To a 100 L flask was charged sequentially 113.3 g (0.50 mol) of Pd(OAc)2, 331.4 g (1.11 mol) of 2-(di-t-butylphosphino)biphenyl, 2.476 kg (25.24 mol) of 1,3-cyclopentanedione, and 10.72 kg (50.5 mol) of powdered K3PO4. The resulting mixture was degassed (3×) by vacuum/N2 back fills. The vessel was then charged with 26 L of 1,4-dioxane and 4.28 kg (32.78 mol) of 1-chloro-4-fluorbenzene and the vessel degassed (3×) with vacuum/N2 back fills. The res... Reactants: Cl.ClC1=CC=C(C=C1)C1(CCNCC1)F (4-(4-chlorophenyl)-4-fluoropiperidine hydrochloride), C1(=CC=CC=C1)C(CCI)C1=CC=CC=C1 (3,3-diphenyl-1-iodopropane), C([O-])([O-])=O.[K+].[K+] (potassium carbonate). Solvent: CN(C)C=O (DMF). Conditions: temperature 80 celsius. Yields the product ClC1=CC=C(C=C1)C1(CCN(CC1)CCC(C1=CC=CC=C1)C1=CC=CC=C1)F (4-(4-chlorophenyl)-1-(3,3-diphenyl-propyl)-4-fluoropiperidine). RXN SMILES: Cl.[Cl:2][C:3]1[CH:8]=[CH:7][C:6]([C:9]2([F:15])[CH2:14][CH2:13][NH:12][CH2:11][CH2:10]2)=[CH:5][CH:4]=1.[C:16]1([CH:22]([C:26]2[CH:31]=[CH:30][CH:29]=[CH:28][CH:27]=2)[CH2:23][CH2:24]I)[CH:21]=[CH:20][CH:19]=[CH:18][CH:17]=1.C(=O)([O-])[O-].[K+].[K+]>CN(C=O)C>[Cl:2][C:3]1[CH:8]=[CH:7][C:6]([C:9]2([F:15])[CH2:10][CH2:11][N:12]([CH2:24][CH2:23][CH:22]([C:16]3[CH:21]=[CH:20][CH:19]=[CH:18][CH:17]=3)[C:26]3[CH:31]=[CH:30][CH:29]=[CH:28][CH:27]=3)[CH2:13][CH2:14]2)=[CH:5][CH:4]=1 |f:0.1,3.4.5|. Procedure details: A solution of 4-(4-chlorophenyl)-4-fluoropiperidine hydrochloride (100 mg, 0.40 mmol) and 3,3-diphenyl-1-iodopropane (145 mg, 0.45 mmol) in DMF (2.5 mL) was treated with potassium carbonate (560 mg, 4.05 mmol) and the resulting suspension heated at 80° C. for 14 hours. After this time the reaction was cooled to room temperature and quenched by pouring into 25% aqueous ammonium chloride solution (20 mL). The resulting suspension was then extracted with ethyl acetate (2×10 mL) and the combined ext... Yields the product Cc1cc([N+](=O)[O-])ccc1N1CCSCC1. The reactants are C1CSCCN1, CS(C)=O, CCN(C(C)C)C(C)C, Cc1cc([N+](=O)[O-])ccc1F. Reaction SMILES: [CH2:1]1[CH2:2][S:3][CH2:4][CH2:5][NH:6]1.[CH3:27][S:28]([CH3:29])=[O:30].[CH:18]([N:19]([CH2:20][CH3:21])[CH:22]([CH3:23])[CH3:24])([CH3:25])[CH3:26].[N+:7](=[O:8])([O-:9])[c:10]1[cH:11][cH:12][c:13]([F:17])[c:14]([CH3:16])[cH:15]1>>[CH2:1]1[CH2:2][S:3][CH2:4][CH2:5][N:6]1[c:13]1[cH:12][cH:11][c:10]([N+:7](=[O:8])[O-:9])[cH:15][c:14]1[CH3:16]. The reactants are C(C)(=O)O (acetic acid), ClCCl (dichloromethane), 16a, N[C@H](CCNCC=1OC=CC1)C ([(3S)-3-aminobutyl](2-furanylmethyl)amine), FC1=C(C=CC(=C1)F)CNC(=O)C=1C(C(=C2N(C[C@@H]3N([C@H](CCN3CC=3OC=CC3)C)C2=O)C1)O)=O ((4S,12aS)—N-[(2,4-Difluorophenyl)methyl]-1-(2-furanylmethyl)-7-hydroxy-4-methyl-6,8-dioxo-1,2,3,4,6,8,12,12a-octahydropyrido[1′,2′:4,5]pyrazino[1,2-a]pyrimidine-9-carboxamide). Product: Cl.Cl.N[C@H](CCNCC=1OC=CC1)C ([(3S)-3-Aminobutyl](2-furanylmethyl)amine dihydrochloride), FC1=C(C=CC(=C1)F)CNC(=O)C=1C(C(=C2N(C[C@@H]3N([C@H](CCN3CC=3OC=CC3)C)C2=O)C1)O)=O ((4S,12aS)—N-[(2,4-Difluorophenyl)methyl]-1-(2-furanylmethyl)-7-hydroxy-4-methyl-6,8-dioxo-1,2,3,4,6,8,12,12a-octahydropyrido[1′,2′:4,5]pyrazino[1,2-a]pyrimidine-9-carboxamide), FC1=C(C=CC(=C1)F)CNC(=O)C=1C(C(=C2N(C[C@@H]3N([C@H](CCN3CC=3OC=CC3)C)C2=O)C1)OCC1=CC=CC=C1)=O ((4S,12aS)—N-[(2,4-difluorophenyl)methyl]-1-(2-furanylmethyl)-4-methyl-6,8-dioxo-7-[(phenylmethyl)oxy]-1,2,3,4,6,8,12,12a-octahydropyrido[1′,2′:4,5]pyrazino[1,2-a]pyrimidine-9-carboxamide). Isolated yield 70.0%. Reaction SMILES: [F:1][C:2]1[CH:7]=[C:6]([F:8])[CH:5]=[CH:4][C:3]=1[CH2:9][NH:10][C:11]([C:13]1[C:14](=[O:36])[C:15]([OH:35])=[C:16]2[C:32](=[O:33])[N:20]3[C@@H:21]([CH3:31])[CH2:22][CH2:23][N:24]([CH2:25][C:26]4[O:27][CH:28]=[CH:29][CH:30]=4)[C@@H:19]3[CH2:18][N:17]2[CH:34]=1)=[O:12].N[C@@H](C)CCN[CH2:42][C:43]1O[CH:45]=[CH:46][CH:47]=1.[C:49]([OH:52])(=O)[CH3:50].[Cl:53]CCl>>[ClH:53].[ClH:53].[NH2:20][C@@H:21]([CH3:31])[CH2:22][CH2:23][NH:24][CH2:25][C:26]1[O:27][CH:28]=[CH:29][CH:30]=1.[F:1][C:2]1[CH:7]=[C:6]([F:8])[CH:5]=[CH:4][C:3]=1[CH2:9][NH:10][C:11]([C:13]1[C:14](=[O:36])[C:15]([OH:35])=[C:16]2[C:32](=[O:33])[N:20]3[C@@H:21]([CH3:31])[CH2:22][CH2:23][N:24]([CH2:25][C:26]4[O:27][CH:28]=[CH:29][CH:30]=4)[C@@H:19]3[CH2:18][N:17]2[CH:34]=1)=[O:12].[F:1][C:2]1[CH:7]=[C:6]([F:8])[CH:5]=[CH:4][C:3]=1[CH2:9][NH:10][C:11]([C:13]1[C:14](=[O:36])[C:15]([O:52][CH2:49][C:50]2[CH:45]=[CH:46][CH:47]=[CH:43][CH:42]=2)=[C:16]2[C:32](=[O:33])[N:20]3[C@@H:21]([CH3:31])[CH2:22][CH2:23][N:24]([CH2:25][C:26]4[O:27][CH:28]=[CH:29][CH:30]=4)[C@@H:19]3[CH2:18][N:17]2[CH:34]=1)=[O:12] |f:4.5.6|. Procedure: [(3S)-3-Aminobutyl](2-furanylmethyl)amine dihydrochloride was prepared in a similar manner as described in example Z-32, NMR (400 MHz, CDCl3/CD3OD) δ 1.27 (d, J=6.4 Hz, 3H), 1.96-2.05 (m, 1H), 2.1.4-2.19 (m, 1H), 3.00-3.04 (m, 2H), 3.38-3.39 (m, 1H), 4.11-4.18 (m, 2H), 6.34 (m, 1H), 6.59 (m, 1H), 7.40 (m, 1H), 8.18 (br, <1H), 9.41 (br, <1H), b) (4S,12aS)—N-[(2,4-Difluorophenyl)methyl]-1-(2-furanylmethyl)-7-hydroxy-4-methyl-6,8-dioxo-1,2,3,4,6,8,12,12a-octahydropyrido[1′,2′:4,5]pyrazino[1,2-a]pyr... The reactants are COC(=O)C(NC(=O)c1ccc(-c2ccc(NC(=O)c3nc(-c4ccccc4)oc3C(F)(F)F)cn2)c(Cl)c1)C(C)C, CO, [Li+], C1CCOC1, [OH-], O, O. Yields the product CC(C)C(NC(=O)c1ccc(-c2ccc(NC(=O)c3nc(-c4ccccc4)oc3C(F)(F)F)cn2)c(Cl)c1)C(=O)O. Reaction SMILES: [CH3:1][O:2][C:3]([CH:4]([CH:5]([CH3:6])[CH3:7])[NH:8][C:9]([c:10]1[cH:11][c:12]([Cl:40])[c:13](-[c:16]2[n:17][cH:18][c:19]([NH:22][C:23](=[O:24])[c:25]3[n:26][c:27](-[c:34]4[cH:35][cH:36][cH:37][cH:38][cH:39]4)[o:28][c:29]3[C:30]([F:31])([F:32])[F:33])[cH:20][cH:21]2)[cH:14][cH:15]1)=[O:41])=[O:42].[CH3:43][OH:44].[Li+:48].[O:49]1[CH2:50][CH2:51][CH2:52][CH2:53]1.[OH-:47].[OH2:45].[OH2:46]>>[O:2]=[C:3]([CH:4]([CH:5]([CH3:6])[CH3:7])[NH:8][C:9]([c:10]1[cH:11][c:12]([Cl:40])[c:13](-[c:16]2[n:17][cH:18][c:19]([NH:22][C:23](=[O:24])[c:25]3[n:26][c:27](-[c:34]4[cH:35][cH:36][cH:37][cH:38][cH:39]4)[o:28][c:29]3[C:30]([F:31])([F:32])[F:33])[cH:20][cH:21]2)[cH:14][cH:15]1)=[O:41])[OH:42].